This data is from the Open Reaction Database (ORD), a public repository of structured organic reaction records. The task is: describe an organic reaction: reactants, conditions, products, and yield Reactants: Cl.N(C(=N)N)C=1SC=C(N1)C1=CC(=CC=C1)CN1C(C=2C(C1=O)=CC=CC2)=O (2-guanidino-4-(3-phthalimidomethylphenyl)thiazole hydrochloride), Cl (hydrochloric acid). Solvent: O (water), C(C)O (ethanol), [OH-].[Na+] (sodium hydroxide), [OH-].[Na+] (sodium hydroxide). Product: N(C(=N)N)C=1SC=C(N1)C1=CC(=CC=C1)CN (2-guanidino-4-(3-aminomethylphenyl)thiazole). Yield: 35.9%. Reaction SMILES: Cl.[NH:2]([C:6]1[S:7][CH:8]=[C:9]([C:11]2[CH:16]=[CH:15][CH:14]=[C:13]([CH2:17][N:18]3C(=O)C4=CC=CC=C4C3=O)[CH:12]=2)[N:10]=1)[C:3]([NH2:5])=[NH:4].Cl>O.C(O)C.[OH-].[Na+]>[NH:2]([C:6]1[S:7][CH:8]=[C:9]([C:11]2[CH:16]=[CH:15][CH:14]=[C:13]([CH2:17][NH2:18])[CH:12]=2)[N:10]=1)[C:3]([NH2:5])=[NH:4] |f:0.1,5.6|. Procedure: A mixture of 2-guanidino-4-(3-phthalimidomethylphenyl)thiazole hydrochloride (0.7 g.) in water (30 ml.) and ethanol (30 ml.) and sufficient aqueous sodium hydroxide to give pH 12 was heated under reflux for 30 minutes. The pH was adjusted to approximately 3 with concentrated hydrochloric acid and the mixture heated under reflux for a further 30 minutes. The pH was then adjusted to 12 with dilute sodium hydroxide solution and the mixture extracted with ethyl acetate (50 ml.). This extract was eva... Starting materials: C(C)(=O)O[C@H]1[C@@H](O[C@@H]([C@H]([C@@H]1OC(C)=O)OC(C)=O)COC(C)=O)OC1=NNC(=C1CC1=CC=C(C=C1)\C=C\CC(=O)O)C(C)C (3-(2,3,4,6-tetra-O-acetyl-β-D-gluco-pyranosyloxy)-4-({4-[(1E)-3-carboxyprop-1-enyl]phenyl}-methyl)-5-isopropyl-1H-pyrazole), [Cl-].[NH4+] (ammonium chloride), ON1N=NC2=C1C=CC=C2 (1-hydroxybenzotriazole), Cl.C(C)N=C=NCCCN(C)C (1-ethyl-3-(3-dimethylamino-propyl)carbodiimidehydrochloride). Solvent: CN(C=O)C (N,N-dimethyl-formamide), C(C)N(CC)CC (triethylamine). Run at time 8 hour. The product is C(N)(=O)C/C=C/C1=CC=C(C=C1)CC=1C(=NNC1C(C)C)O[C@H]1[C@H](O)[C@@H](O)[C@H](O)[C@H](O1)CO (4-({4-[(1E)-3-Carbamoylprop-1-enyl]phenyl}methyl)-3-(β-D-glucopyranosyloxy)-5-isopropyl-1H-pyrazole). The yield is 29.9%. RXN SMILES: C([O:4][C@@H:5]1[C@@H:10]([O:11]C(=O)C)[C@H:9]([O:15]C(=O)C)[C@@H:8]([CH2:19][O:20]C(=O)C)[O:7][C@H:6]1[O:24][C:25]1[C:29]([CH2:30][C:31]2[CH:36]=[CH:35][C:34](/[CH:37]=[CH:38]/[CH2:39][C:40](O)=[O:41])=[CH:33][CH:32]=2)=[C:28]([CH:43]([CH3:45])[CH3:44])[NH:27][N:26]=1)(=O)C.[Cl-].[NH4+].O[N:49]1C2C=CC=CC=2N=N1.Cl.C(N=C=NCCCN(C)C)C>CN(C)C=O.C(N(CC)CC)C>[C:40]([CH2:39]/[CH:38]=[CH:37]/[C:34]1[CH:35]=[CH:36][C:31]([CH2:30][C:29]2[C:25]([O:24][C@@H:6]3[O:7][C@H:8]([CH2:19][OH:20])[C@@H:9]([OH:15])[C@H:10]([OH:11])[C@H:5]3[OH:4])=[N:26][NH:27][C:28]=2[CH:43]([CH3:44])[CH3:45])=[CH:32][CH:33]=1)(=[O:41])[NH2:49] |f:1.2,4.5|. Procedure: To a solution of 3-(2,3,4,6-tetra-O-acetyl-β-D-gluco-pyranosyloxy)-4-({4-[(1E)-3-carboxyprop-1-enyl]phenyl}-methyl)-5-isopropyl-1H-pyrazole (32 mg) in N,N-dimethyl-formamide (1 mL) were added ammonium chloride (8 mg), 1-hydroxybenzotriazole (9 mg), 1-ethyl-3-(3-dimethylamino-propyl)carbodiimidehydrochloride (15 mg) and triethylamine (21 mg), and the mixture was stirred at room temperature overnight. The insoluble material was removed by filtration, 5 mol/L aqueous sodium hydroxide solution (0.5 ... Starting materials: BrC1=CC(=C(C(=O)OC)C=C1F)F (methyl 4-bromo-2,5-difluorobenzoate), C[O-].[Na+] (Sodium methoxide). Run in CN(C)C=O (DMF). Conditions: temperature 0 celsius, time 10 minute. Yields the product BrC1=CC(=C(C(=O)OC)C=C1F)OC (METHYL 4-BROMO-5-FLUORO-2-METHOXYBENZOATE). The yield is 77.4%. As a reaction SMILES: [Br:1][C:2]1[C:11]([F:12])=[CH:10][C:5]([C:6]([O:8][CH3:9])=[O:7])=[C:4](F)[CH:3]=1.[CH3:14][O-:15].[Na+]>CN(C=O)C>[Br:1][C:2]1[C:11]([F:12])=[CH:10][C:5]([C:6]([O:8][CH3:9])=[O:7])=[C:4]([O:15][CH3:14])[CH:3]=1 |f:1.2|. Procedure: A solution of methyl 4-bromo-2,5-difluorobenzoate (1.0 g, 3.98 mmol) in dry DMF (10 ml) was cooled down to 0° C. Sodium methoxide (25% in MeOH, 0.91 ml, 3.98 mmol) was dried with activated molecular sieves and slowly added to the starting material. The reaction mixture was stirred at 0° C. for 10 min and then at ambient temperature for 30 min. The mixture was then brought back to 0° C. and quenched with EtOAc (50 ml) and aqueous HCl (1 M, 50 ml). The phases were separated and the aqueous phase w... Procedure details: Bis(p-tert-butylphenyl)iodonium chloride (428.8 g; 1.0 mol) and methyl p-toluenesulfonate (223.5 g; 1.2 mol) were suspended in t-butyl methyl ether (500 ml). The suspension was heated at 55° C.-58° C. and refluxed for 5 hours while being stirred. After the reaction mixture had been cooled, formed white solid was separated through filtration. The white solid was washed with t-butyl methyl ether and dried under vacuum, to thereby yield 513.7 g of bis(p-tert-butylphenyl)iodonium p-toluenesulfonate ... Solvent: COC(C)(C)C (t-butyl methyl ether). RXN SMILES: [Cl-].[C:2]([C:6]1[CH:11]=[CH:10][C:9]([I+:12][C:13]2[CH:18]=[CH:17][C:16]([C:19]([CH3:22])([CH3:21])[CH3:20])=[CH:15][CH:14]=2)=[CH:8][CH:7]=1)([CH3:5])([CH3:4])[CH3:3].[C:23]1([CH3:34])[CH:28]=[CH:27][C:26]([S:29]([O:32]C)(=[O:31])=[O:30])=[CH:25][CH:24]=1>COC(C)(C)C>[C:23]1([CH3:34])[CH:24]=[CH:25][C:26]([S:29]([O-:32])(=[O:30])=[O:31])=[CH:27][CH:28]=1.[C:19]([C:16]1[CH:17]=[CH:18][C:13]([I+:12][C:9]2[CH:8]=[CH:7][C:6]([C:2]([CH3:5])([CH3:4])[CH3:3])=[CH:11][CH:10]=2)=[CH:14][CH:15]=1)([CH3:22])([CH3:21])[CH3:20] |f:0.1,4.5|. Reactants: [Cl-].C(C)(C)(C)C1=CC=C(C=C1)[I+]C1=CC=C(C=C1)C(C)(C)C (Bis(p-tert-butylphenyl)iodonium chloride), C1(=CC=C(C=C1)S(=O)(=O)OC)C (methyl p-toluenesulfonate). The yield is 91.0%. Yields the product C1(=CC=C(C=C1)S(=O)(=O)[O-])C.C(C)(C)(C)C1=CC=C(C=C1)[I+]C1=CC=C(C=C1)C(C)(C)C (bis(p-tert-butylphenyl)iodonium p-toluenesulfonate). Yield: 25.4%. Reaction conditions: temperature 120 celsius. Procedure: 2′,4,6′-trifluorobiphenyl-3-carbaldehyde (160 g, 695.01 mmol) was taken in hydrazine hydrate (800 mL) and heated to 120° C. for 8 h. The reaction mixture was cooled to RT. Water was added to the reaction mixture and extracted with EtOAc (2×500 mL). Organic layer was washed with brine and dried over Na2SO4. The organic layer was concentrated and purified by column using silica (100-200 mesh) and 0-15% EtOAc-hexane to provide 5-(2,6-difluoro-phenyl)-1H-indazole (40.8 g, 25.4% yield). MS (ESI, pos.... RXN SMILES: [F:1][C:2]1[CH:7]=[CH:6][CH:5]=[C:4]([F:8])[C:3]=1[C:9]1[CH:14]=[CH:13][C:12](F)=[C:11]([CH:16]=O)[CH:10]=1.O.O.[NH2:20][NH2:21]>>[F:1][C:2]1[CH:7]=[CH:6][CH:5]=[C:4]([F:8])[C:3]=1[C:9]1[CH:10]=[C:11]2[C:12](=[CH:13][CH:14]=1)[NH:21][N:20]=[CH:16]2 |f:2.3|. Product: FC1=C(C(=CC=C1)F)C=1C=C2C=NNC2=CC1 (5-(2,6-difluoro-phenyl)-1H-indazole). Starting materials: FC1=C(C(=CC=C1)F)C1=CC(=C(C=C1)F)C=O (2′,4,6′-trifluorobiphenyl-3-carbaldehyde), O (Water), O.NN (hydrazine hydrate). The reactants are NC1=CC=C(C=C1)SC1=NC2=CC=CC=C2C=C1 (2-(4-Aminophenylthio)quinoline), ClC=1C=C(C=CC1Cl)N=C=S (3,4-dichlorophenylisothiocyanate). Yields the product N1=C(C=CC2=CC=CC=C12)SC1=CC=C(C=C1)NC(=S)NC1=CC(=C(C=C1)Cl)Cl (1-[4-(2-Quinolylthio)phenyl]-3-(3,4-dichlorophenyl)thiourea). RXN SMILES: [NH2:1][C:2]1[CH:7]=[CH:6][C:5]([S:8][C:9]2[CH:18]=[CH:17][C:16]3[C:11](=[CH:12][CH:13]=[CH:14][CH:15]=3)[N:10]=2)=[CH:4][CH:3]=1.[Cl:19][C:20]1[CH:21]=[C:22]([N:27]=[C:28]=[S:29])[CH:23]=[CH:24][C:25]=1[Cl:26]>>[N:10]1[C:11]2[C:16](=[CH:15][CH:14]=[CH:13][CH:12]=2)[CH:17]=[CH:18][C:9]=1[S:8][C:5]1[CH:4]=[CH:3][C:2]([NH:1][C:28]([NH:27][C:22]2[CH:23]=[CH:24][C:25]([Cl:26])=[C:20]([Cl:19])[CH:21]=2)=[S:29])=[CH:7][CH:6]=1. Reported procedure: 2-(4-Aminophenylthio)quinoline (11.9 moles, 3.0 g) and 3,4-dichlorophenylisothiocyanate (11.9 mmoles, 2.42 g) were reacted according to procedure B to yield the title compound, 360 mg, 6.6%. Mass Spec (FD) 455. Calculated for C22H15Cl2N3S2 : C, 57.90 H, 3.31; N, 9.21. Found: C, 57.86; H, 3.53; N, 9.07. m.p. 125°-126°. Run at time 18 hour. As a reaction SMILES: [C:1](#[N:4])[CH:2]=[CH2:3].[CH3:5][O:6][C:7]1[CH:12]=[CH:11][CH:10]=[CH:9][C:8]=1[N:13]1[CH2:18][CH2:17][NH:16][CH2:15][CH2:14]1>C(O)C>[CH3:5][O:6][C:7]1[CH:12]=[CH:11][CH:10]=[CH:9][C:8]=1[N:13]1[CH2:18][CH2:17][N:16]([CH2:3][CH2:2][C:1]#[N:4])[CH2:15][CH2:14]1. The reactants are C(C=C)#N (acrylonitrile), COC1=C(C=CC=C1)N1CCNCC1 (2-methoxyphenylpiperazine). Reported procedure: A solution of acrylonitrile (1.06 g, 20 mmol) in ethanol (50 ml) was added to a stirred solution of 2-methoxyphenylpiperazine (3.84 g, 20 mmol) in ethanol (100 ml). After 18 h, the solvent was evaporated in vacuo to give the product (4.5 g) as a white solid. Product: COC1=C(C=CC=C1)N1CCN(CC1)CCC#N (3-[4-(2-Methoxyphenyl)piperazin-1-yl]propionitrile). Yield: 91.7%. Solvent: C(C)O (ethanol), C(C)O (ethanol).